From a dataset of the Open Reaction Database (ORD), a public repository of structured organic reaction records. describe an organic reaction: reactants, conditions, products, and yield The reactants are CO, Clc1ccc2cccc(Cl)c2n1, Cl, O=C(O)C(F)(F)F, NC(=O)c1[nH]cnc1N. The product is NC(=O)c1[nH]cnc1Nc1ccc2cccc(Cl)c2n1. RXN SMILES: [CH3:30][OH:31].[Cl:11][c:12]1[n:13][c:14]2[c:15]([Cl:22])[cH:16][cH:17][cH:18][c:19]2[cH:20][cH:21]1.[ClH:10].[F:23][C:24]([F:25])([F:26])[C:27]([OH:28])=[O:29].[NH2:1][c:2]1[n:3][cH:4][nH:5][c:6]1[C:7](=[O:8])[NH2:9]>>[NH:1]([c:2]1[n:3][cH:4][nH:5][c:6]1[C:7](=[O:8])[NH2:9])[c:12]1[n:13][c:14]2[c:15]([Cl:22])[cH:16][cH:17][cH:18][c:19]2[cH:20][cH:21]1. The reactants are C(C)(=O)OCC1=C(C=CC=C1[N+](=O)[O-])[N+](=O)[O-] (2,6-dinitrobenzyl acetate), oxide, C(C)(=O)O (acetic acid), C(C)(=O)OC(C)=O (acetic anhydride). Run in [H][H] (hydrogen), [H][H] (hydrogen). The product is C(C)(=O)OCC1=C(C=CC=C1NC(C)=O)NC(C)=O (2,6-di(acetamido)benzyl acetate). RXN SMILES: [C:1]([O:4][CH2:5][C:6]1[C:11]([N+:12]([O-])=O)=[CH:10][CH:9]=[CH:8][C:7]=1[N+:15]([O-])=O)(=[O:3])[CH3:2].[C:18]([OH:21])(=O)[CH3:19].[C:22](OC(=O)C)(=[O:24])[CH3:23]>[H][H]>[C:1]([O:4][CH2:5][C:6]1[C:11]([NH:12][C:22](=[O:24])[CH3:23])=[CH:10][CH:9]=[CH:8][C:7]=1[NH:15][C:18](=[O:21])[CH3:19])(=[O:3])[CH3:2]. Reported procedure: A mixture of 2,6-dinitrobenzyl acetate (0.56 g), platinic oxide (73 mg), acetic acid (6 ml) and acetic anhydride (6 ml) was stirred in hydrogen gas at room temperature until the theoretical amount of hydrogen gas had been absorbed. The catalyst was removed by filtration and the filtrate was evaporated under reduced pressure. The resultant residue was subjected to column chromatography on silica gel (18 g) and eluted with a mixture of chloroform and methanol (100:3) to give 2,6-di(acetamido)benzy...